Dataset: the Open Reaction Database (ORD), a public repository of structured organic reaction records. Task: describe an organic reaction: reactants, conditions, products, and yield The reactants are OC1=NC=CC=C1 (2-hydroxypyridine), FC1=C(C=CC(=C1)F)[N+](=O)[O-] (2,4-difluoronitrobenzene), C([O-])([O-])=O.[K+].[K+] (potassium carbonate). Run in CC(=O)C (acetone). Conditions: time 1 day. Product: FC=1C=C(C=CC1[N+](=O)[O-])N1C(C=CC=C1)=O (1-(3-fluoro-4-nitro-phenyl)-1H-pyridin-2-one). RXN SMILES: [OH:1][C:2]1[CH:7]=[CH:6][CH:5]=[CH:4][N:3]=1.[F:8][C:9]1[CH:14]=[C:13](F)[CH:12]=[CH:11][C:10]=1[N+:16]([O-:18])=[O:17].C(=O)([O-])[O-].[K+].[K+]>CC(C)=O>[F:8][C:9]1[CH:14]=[C:13]([N:3]2[CH:4]=[CH:5][CH:6]=[CH:7][C:2]2=[O:1])[CH:12]=[CH:11][C:10]=1[N+:16]([O-:18])=[O:17] |f:2.3.4|. Reported procedure: 2.5 g (26.3 mmol) 2-hydroxypyridine, 2.9 ml (26.3 mmol) 2,4-difluoronitrobenzene, are dissolved in 100 ml acetone, combined with 4.0 g (28.9 mmol) potassium carbonate and stirred for one day at ambient temperature. The undissolved matter is filtered off and the salt residues are rinsed with acetone. The combined organic phases are evaporated to dryness. The residue is purified by chromatography (silica gel; eluant: cyclohexane-ethyl acetate gradient). Reactants: [H-].[Na+] (sodium hydride), ice water, Cl (hydrochloric acid), C(=O)(OCC)C1=CC=C(CP(OCC)(OCC)=O)C=C1 (diethyl (4-carbethoxybenzyl)-phosphonate), C(=O)C1=CC=2C(CCC(C2C=C1OCCC)(C)C)(C)C (2-formyl-3-propoxy-5,5,8,8-tetramethyl-5,6,7,8-tetrahydro-naphthalene). The solvent is O1CCCC1 (tetrahydrofuran), CS(=O)C (DMSO), CS(=O)C (DMSO), CS(=O)C (dimethyl sulphoxide). Reaction conditions: time 1 hour. Yields the product CC1(C=2C=C(C(=CC2C(CC1)(C)C)/C=C/C1=CC=C(C(=O)OCC)C=C1)OCCC)C (ethyl (E)-4-[2-(5,5,8,8-tetra-methyl-3-propoxy-5,6,7,8-tetrahydro-naphthalen-2-yl)vinyl]benzoate). Isolated yield 87.0%. Reaction SMILES: [H-].[Na+].[C:3]([C:8]1[CH:22]=[CH:21][C:11]([CH2:12]P(=O)(OCC)OCC)=[CH:10][CH:9]=1)([O:5][CH2:6][CH3:7])=[O:4].[CH:23]([C:25]1[C:34]([O:35][CH2:36][CH2:37][CH3:38])=[CH:33][C:32]2[C:31]([CH3:40])([CH3:39])[CH2:30][CH2:29][C:28]([CH3:42])([CH3:41])[C:27]=2[CH:26]=1)=O.Cl>O1CCCC1.CS(C)=O>[CH3:39][C:31]1([CH3:40])[CH2:30][CH2:29][C:28]([CH3:41])([CH3:42])[C:27]2[CH:26]=[C:25](/[CH:23]=[CH:12]/[C:11]3[CH:10]=[CH:9][C:8]([C:3]([O:5][CH2:6][CH3:7])=[O:4])=[CH:22][CH:21]=3)[C:34]([O:35][CH2:36][CH2:37][CH3:38])=[CH:33][C:32]1=2 |f:0.1|. Procedure details: 1.3 g of sodium hydride, 50% in mineral oil, were suspended in 20 ml of abs. dimethyl sulphoxide (DMSO) and treated dropwise at 15° C. with a solution of 8.6 g of diethyl (4-carbethoxybenzyl)-phosphonate in 25 ml of abs. DMSO. The mixture was stirred at room temperature for 1 hour and then a solution of 3.3 g of the above aldehyde in 25 ml of abs. DMSO and 10 ml of tetrahydrofuran was added dropwise thereto. After stirring at 40° C. for 2 hours the mixture was poured into ice-water, acidified wi... Starting materials: BrC=1C=CC2=C(C=C(CCS2)C(=O)OC)C1 (methyl 7-bromo-2,3-dihydro-1-benzothiepine-4-carboxylate), B(OC1=CC=C(C=C1)C(C)C)([O-])[O-] (4-isopropylphenyl borate), C([O-])([O-])=O.[K+].[K+] (potassium carbonate), C1(=CC=CC=C1)C.C(C)O.O (toluene ethanol water). The reagents and catalysts are C=1C=CC(=CC1)[P](C=2C=CC=CC2)(C=3C=CC=CC3)[Pd]([P](C=4C=CC=CC4)(C=5C=CC=CC5)C=6C=CC=CC6)([P](C=7C=CC=CC7)(C=8C=CC=CC8)C=9C=CC=CC9)[P](C=1C=CC=CC1)(C=1C=CC=CC1)C=1C=CC=CC1 (tetrakistriphenylphosphinepalladium). Run at time 1 hour. The product is C(C)(C)C1=CC=C(C=C1)C=1C=CC2=C(C=C(CCS2(=O)=O)C(=O)OC)C1 (methyl 7-(4-isopropylphenyl)-1,1-dioxo-2,3-dihydro-1-benzothiepine-4-carboxylate). RXN SMILES: Br[C:2]1[CH:3]=[CH:4][C:5]2[S:11][CH2:10][CH2:9][C:8]([C:12]([O:14][CH3:15])=[O:13])=[CH:7][C:6]=2[CH:16]=1.B([O-])([O-])O[C:19]1[CH:24]=[CH:23][C:22]([CH:25]([CH3:27])[CH3:26])=[CH:21][CH:20]=1.C(=O)([O-])[O-:31].[K+].[K+].C1(C)C=CC=CC=1.C(O)C.[OH2:46]>C1C=CC([P]([Pd]([P](C2C=CC=CC=2)(C2C=CC=CC=2)C2C=CC=CC=2)([P](C2C=CC=CC=2)(C2C=CC=CC=2)C2C=CC=CC=2)[P](C2C=CC=CC=2)(C2C=CC=CC=2)C2C=CC=CC=2)(C2C=CC=CC=2)C2C=CC=CC=2)=CC=1>[CH:25]([C:22]1[CH:23]=[CH:24][C:19]([C:2]2[CH:3]=[CH:4][C:5]3[S:11](=[O:31])(=[O:46])[CH2:10][CH2:9][C:8]([C:12]([O:14][CH3:15])=[O:13])=[CH:7][C:6]=3[CH:16]=2)=[CH:20][CH:21]=1)([CH3:27])[CH3:26] |f:2.3.4,5.6.7,^1:50,52,71,90|. Procedure details: Under argon atmosphere, a mixture of methyl 7-bromo-2,3-dihydro-1-benzothiepine-4-carboxylate (0.80 g), 4-isopropylphenyl borate (0.44 g) and potassium carbonate (0.67 g) in toluene/ethanol/water (30/3/3 ml) was stirred at room temperature for 1 hour. To the mixture was added tetrakistriphenylphosphinepalladium (0.14 g), and the mixture was refluxed for 20 hours, cooled, extracted with ethyl acetate, washed with saturated brine, dried with magnesium sulfate and concentrated under reduced pressur... Reactants: C(C1=CC=CC=C1)OCC1=CC=CC=C1.[Na] (sodium benzyloxide), FC(C=1C=C(C=CC1Cl)[N+](=O)[O-])(F)F (3-(trifluoromethyl)-4-chloronitrobenzene), ice water. The solvent is C(C1=CC=CC=C1)O (benzyl alcohol), CS(=O)C (DMSO). Conditions: time 48 hour. The product is FC(C=1C=C(C=CC1OCC1=CC=CC=C1)[N+](=O)[O-])(F)F (3-(trifluoromethyl)-4-(benzyloxy)nitrobenzene). Yield: 866.3%. Reaction SMILES: [F:1][C:2]([F:14])([F:13])[C:3]1[CH:4]=[C:5]([N+:10]([O-:12])=[O:11])[CH:6]=[CH:7][C:8]=1Cl.[CH2:15]([O:22]CC1C=CC=CC=1)[C:16]1[CH:21]=[CH:20][CH:19]=[CH:18][CH:17]=1.[Na]>CS(C)=O.C(O)C1C=CC=CC=1>[F:1][C:2]([F:14])([F:13])[C:3]1[CH:4]=[C:5]([N+:10]([O-:12])=[O:11])[CH:6]=[CH:7][C:8]=1[O:22][CH2:15][C:16]1[CH:21]=[CH:20][CH:19]=[CH:18][CH:17]=1 |f:1.2,^1:29|. Procedure details: To a solution containing 45.1 g (0.02 mole) of 3-(trifluoromethyl)-4-chloronitrobenzene in 100 ml of DMSO was added dropwise at ambient temperature a solution containing 26 g (0.2 mole) of sodium benzyloxide in 75 ml of benzyl alcohol causing the temperature to rise 40° C. After 48 hours at ambient temperature, the reaction mixture was poured into ice water and extracted with ether, and the extract was dried and concentrated to about 200 ml. To the concentrated solution was added 200 ml of hexan... Reaction conditions: time 0.5 hour. Procedure details: To a stirred solution of 6.36 g. (0.04 mole) of p-acetylphenyl acetonitrile in 100 ml. of methylene chloride is added 6.40 g. (0.04 mole) of bromine in 50 ml. of methylene chloride. The reaction solution is warmed for a few minutes and the heat then removed. After a few minutes the bromine color disappears. The reaction mixture is stirred an additional 1/2 hour at room temperature. The methylene chloride is removed in vacuo on a rotary evaporator. To the residue is added 100 ml. of ethanol and 4... Reactants: C(C)(=O)C1=CC=C(C=C1)CC#N (p-acetylphenyl acetonitrile), C(Cl)Cl (methylene chloride), C(N)(=N)NC(=S)N (amidinothiourea), C(Cl)Cl (methylene chloride), BrBr (bromine). Reaction SMILES: [C:1]([C:4]1[CH:9]=[CH:8][C:7]([CH2:10][C:11]#[N:12])=[CH:6][CH:5]=1)(=O)[CH3:2].C(Cl)Cl.[Br:16]Br.[C:18]([NH:21][C:22]([NH2:24])=[S:23])(=[NH:20])[NH2:19]>CCOCC>[BrH:16].[C:11]([CH2:10][C:7]1[CH:8]=[CH:9][C:4]([C:1]2[N:24]=[C:22]([NH:21][C:18]([NH2:20])=[NH:19])[S:23][CH:2]=2)=[CH:5][CH:6]=1)#[N:12] |f:5.6|. The product is Br.C(#N)CC1=CC=C(C=C1)C=1N=C(SC1)NC(=N)N ([4-[4-(Cyanomethyl)Phenyl]-2-Thiazolyl]Guanidine, Hydrobromide). Solvent: CCOCC (Ether). The reactants are C1(=CC=CC=C1)C(N1CCC(CC1)N=CC1=CC=NC=C1)C1=CC=CC=C1 (1-(diphenylmethyl)-N-[(4-pyridyl)methylene]-4-piperidinamine), [BH4-].[Na+] (sodium borohydride). The solvent is C(C)O (ethanol). The product is C1(=CC=CC=C1)C(N1CCC(CC1)NCC1=CC=NC=C1)C1=CC=CC=C1 (1-(diphenylmethyl)-N-[(4-pyridyl)methyl]-4-piperidinamine). RXN SMILES: [C:1]1([CH:7]([C:22]2[CH:27]=[CH:26][CH:25]=[CH:24][CH:23]=2)[N:8]2[CH2:13][CH2:12][CH:11]([N:14]=[CH:15][C:16]3[CH:21]=[CH:20][N:19]=[CH:18][CH:17]=3)[CH2:10][CH2:9]2)[CH:6]=[CH:5][CH:4]=[CH:3][CH:2]=1.[BH4-].[Na+]>C(O)C>[C:22]1([CH:7]([C:1]2[CH:6]=[CH:5][CH:4]=[CH:3][CH:2]=2)[N:8]2[CH2:13][CH2:12][CH:11]([NH:14][CH2:15][C:16]3[CH:21]=[CH:20][N:19]=[CH:18][CH:17]=3)[CH2:10][CH2:9]2)[CH:27]=[CH:26][CH:25]=[CH:24][CH:23]=1 |f:1.2|. Procedure: A suspension of 3.55 parts of 1-(diphenylmethyl)-N-[(4-pyridyl)methylene]-4-piperidinamine in 150 parts by volume of ethanol, stirred at room temperature, is treated with 1 part of sodium borohydride. The resultant reaction mixture is stirred at room temperature for about three hours, then evaporated to dryness in vacuo. The residue is partitioned between 100 parts by volume of water and 100 parts by volume of chloroform and the layers separated. The aqueous layer is extracted with additional 10... The reactants are Cl.N[C@@H](CC(C)C)C(=O)N (L-leucinamide hydrochloride), ClC=1C=C(C=CC1Cl)NC(C)C(=O)O (N-(3,4-dichlorophenyl)-D,L-alanine). Yields the product ClC=1C=C(C=CC1Cl)N[C@@H](C)C(=O)NC([C@@H](N)CC(C)C)=O (N-[N-(3,4-dichlorophenyl)-L-alanyl]-L-leucine amide). Reaction SMILES: Cl.[NH2:2][C@H:3]([C:8]([NH2:10])=[O:9])[CH2:4][CH:5]([CH3:7])[CH3:6].[Cl:11][C:12]1[CH:13]=[C:14]([NH:19][CH:20]([C:22](O)=[O:23])[CH3:21])[CH:15]=[CH:16][C:17]=1[Cl:18]>>[Cl:11][C:12]1[CH:13]=[C:14]([NH:19][C@H:20]([C:22]([NH:10][C:8](=[O:9])[C@H:3]([CH2:4][CH:5]([CH3:7])[CH3:6])[NH2:2])=[O:23])[CH3:21])[CH:15]=[CH:16][C:17]=1[Cl:18] |f:0.1|. Procedure details: Following General Procedure D and using L-leucinamide hydrochloride (Sigma) and N-(3,4-dichlorophenyl)-D,L-alanine (from Example A above), the title compound was prepared. This compound was then purified by column chromatography, eluted first with 1:1 EtOAc/hexane, then with 5% MeOH) in methylene chloride.